describe an organic reaction: reactants, conditions, products, and yield From a dataset of the Open Reaction Database (ORD), a public repository of structured organic reaction records. Reactants: C1(=CC=CC2=CC=CC=C12)C1=C(C=CC=C1)CO ([(naphthyl)phenyl]methanol), CC1=CC=C(C(=O)C2=CC=C(C=C2)C)C=C1 (4,4′-dimethylbenzophenone), [BH4-].[Na+] (sodium borohydride). Yields the product CC1=CC=C(C=C1)C(O)C1=CC=C(C=C1)C ([bis(4-methylphenyl)]methanol). As a reaction SMILES: C1(C2C=CC=CC=2CO)C2C(=CC=CC=2)C=CC=1.[CH3:19][C:20]1[CH:34]=[CH:33][C:23]([C:24]([C:26]2[CH:31]=[CH:30][C:29]([CH3:32])=[CH:28][CH:27]=2)=[O:25])=[CH:22][CH:21]=1.[BH4-].[Na+]>>[CH3:19][C:20]1[CH:21]=[CH:22][C:23]([CH:24]([C:26]2[CH:31]=[CH:30][C:29]([CH3:32])=[CH:28][CH:27]=2)[OH:25])=[CH:33][CH:34]=1 |f:2.3|. Reported procedure: With the same method as for Compound 13, 4,4′-dimethylbenzophenone (Wako Pure Chemical Industries, Ltd.) and sodium borohydride (Wako Pure Chemical Industries, Ltd.) were used, to thereby obtain the title compound. Reactants: C(C)OC(=O)NC=1C(C(=O)O)=CC=CC1Cl (N-ethoxycarbonyl-3-chloro-anthranilic acid), S(=O)(Cl)Cl (thionyl chloride). Run in O1CCOCC1 (dioxane). Product: ClC1=CC=CC=2C(OC(NC21)=O)=O (8-Chloro-2H-3,1-benzoxazine-2,4(1H)-dione). As a reaction SMILES: C([O:3][C:4]([NH:6][C:7]1[C:8](=[CH:12][CH:13]=[CH:14][C:15]=1[Cl:16])[C:9]([OH:11])=[O:10])=O)C.S(Cl)(Cl)=O>O1CCOCC1>[Cl:16][C:15]1[C:7]2[NH:6][C:4](=[O:3])[O:10][C:9](=[O:11])[C:8]=2[CH:12]=[CH:13][CH:14]=1. Procedure: 468 gm of N-ethoxycarbonyl-3-chloro-anthranilic acid (m.p. 111°-114° C) were refluxed in 1500 ml of dioxane with 420 ml of thionyl chloride for 3 hours while stirring. Thereafter, the reaction solution was evaporated in vacuo until crystallization started, and then cooled. The precipitate was collected by suction filtration and washed with ether. 8-Chloro-2H-3,1-benzoxazine-2,4(1H)-dione, m.p. 225°-230° C, was obtained. The solvent is CC(=O)C (acetone). Product: CC(C)N1CCC(CC1)C1=C(C(=NN1)C1=CC=C(C=C1)C(F)(F)F)C1=CC=NC=C1 (5-[N-(2-PROPYL)-4-PIPERIDYL]-4-(4-PYRIDYL)-3-[4-(TRIFLUOROMETHYL)PHENYL]PYRAZOLE). As a reaction SMILES: [NH:1]1[CH2:6][CH2:5][CH:4]([C:7]2[NH:11][N:10]=[C:9]([C:12]3[CH:17]=[CH:16][C:15]([C:18]([F:21])([F:20])[F:19])=[CH:14][CH:13]=3)[C:8]=2[C:22]2[CH:27]=[CH:26][N:25]=[CH:24][CH:23]=2)[CH2:3][CH2:2]1.[CH3:28][C:29](O)=O.[BH-](OC(C)=O)(OC(C)=O)O[C:34](C)=O.[Na+].[OH-].[Na+]>CC(C)=O>[CH3:34][CH:29]([N:1]1[CH2:6][CH2:5][CH:4]([C:7]2[NH:11][N:10]=[C:9]([C:12]3[CH:13]=[CH:14][C:15]([C:18]([F:20])([F:19])[F:21])=[CH:16][CH:17]=3)[C:8]=2[C:22]2[CH:23]=[CH:24][N:25]=[CH:26][CH:27]=2)[CH2:3][CH2:2]1)[CH3:28] |f:2.3,4.5|. Starting materials: N1CCC(CC1)C1=C(C(=NN1)C1=CC=C(C=C1)C(F)(F)F)C1=CC=NC=C1 (5-(4-piperidyl)-4-(4-pyridyl)-3-[4-(trifluoromethyl)phenyl]pyrazole), [OH-].[Na+] (NaOH), CC(=O)O (AcOH), [BH-](OC(=O)C)(OC(=O)C)OC(=O)C.[Na+] (NaBH(OAc)3). Procedure details: To a solution of 5-(4-piperidyl)-4-(4-pyridyl)-3-[4-(trifluoromethyl)phenyl]pyrazole (Example C-83) (300 mg, 0.7 mmol) in 50 mL of acetone was added 1 mL of AcOH and NaBH(OAc)3 (15 g, 70.8 mmol). The mixture was warmed to reflux and was stirred for 5 days. The reaction mixture was poured onto 100 mL of 2.5 N NaOH and was extracted with ethyl acetate (2×100 mL). The extracts were combined and washed with brine (1×100 mL). The organic phase was dried over Na2SO4, filtered, and concentrated to affo... Conditions: time 5 day. The reactants are [OH-].[K+] (potassium hydroxide), CCCCC1=NC(=C(N1CC=2C=CC(=CC2)C=3C=CC=CC3C4=N[N-]N=N4)CO)Cl.[K+] (losartan potassium), I(=O)(=O)(=O)[O-].[Na+] (sodium periodate). Reagents/catalysts: O.[Ru](Cl)(Cl)Cl (ruthenium (III) chloride hydrate). Solvent: O (water), O (Water). Run at temperature 0 celsius, time 8 hour. The product is C(CCC)C=1N(C(=C(N1)Cl)C(=O)O)CC1=CC=C(C=C1)C1=C(C=CC=C1)C1=NN=NN1 (2-butyl-4-chloro-1-{[2′-(1H-tetrazol-5-yl)biphenyl-4-yl]methyl}-1H-imidazole-5-carboxylic acid). RXN SMILES: [OH-].[K+].[CH3:3][CH2:4][CH2:5][CH2:6][C:7]1[N:11]([CH2:12][C:13]2[CH:14]=[CH:15][C:16]([C:19]3[CH:20]=[CH:21][CH:22]=[CH:23][C:24]=3[C:25]3[N:29]=[N:28][N-:27][N:26]=3)=[CH:17][CH:18]=2)[C:10]([CH2:30][OH:31])=[C:9]([Cl:32])[N:8]=1.[K+].I([O-])(=O)(=O)=[O:35].[Na+]>O.[Ru](Cl)(Cl)Cl.O>[CH2:6]([C:7]1[N:11]([CH2:12][C:13]2[CH:14]=[CH:15][C:16]([C:19]3[CH:20]=[CH:21][CH:22]=[CH:23][C:24]=3[C:25]3[NH:29][N:28]=[N:27][N:26]=3)=[CH:17][CH:18]=2)[C:10]([C:30]([OH:35])=[O:31])=[C:9]([Cl:32])[N:8]=1)[CH2:5][CH2:4][CH3:3] |f:0.1,2.3,4.5,6.7|. Procedure details: Water (10 L) was added to a 22 L 4-neck round bottom flask. The water was cooled to 0° C. At 0° C., potassium hydroxide (855 g, 15.24 mol) was added followed by losartan potassium (500 g, 1.09 mol)), sodium periodate (554 g, 2.59 mol) and ruthenium (III) chloride hydrate (12 g, 0.05 mol) and the reaction mixture was stirred at 0° C. overnight. The reaction mixture was filtered. IPA (90 mL) was added to the filtrate while stirring. The solution was warmed to 25° C. and stirred for 2.5 hrs. After ...